This data is from the Open Reaction Database (ORD), a public repository of structured organic reaction records. The task is: describe an organic reaction: reactants, conditions, products, and yield Starting materials: O (Water), ClC1=CC=C(C(=N1)C#CC(C)(C)C)N (6-chloro-2-(3,3-dimethyl-but-1-ynyl)-pyridin-3-ylamine), N1=CC=CC=C1 (pyridine), C(CCC)(=O)Cl (butyryl chloride). Run in C(Cl)Cl (CH2Cl2). Conditions: time 8 hour. Yields the product ClC1=CC=C(C(=N1)C#CC(C)(C)C)NC(CCC)=O (N-[6-chloro-2-(3,3-dimethyl-but-1-ynyl)-pyridin-3-yl]-butyramide). The yield is 104.0%. Reaction SMILES: [Cl:1][C:2]1[N:7]=[C:6]([C:8]#[C:9][C:10]([CH3:13])([CH3:12])[CH3:11])[C:5]([NH2:14])=[CH:4][CH:3]=1.N1C=CC=CC=1.[C:21](Cl)(=[O:25])[CH2:22][CH2:23][CH3:24].O>C(Cl)Cl>[Cl:1][C:2]1[N:7]=[C:6]([C:8]#[C:9][C:10]([CH3:11])([CH3:13])[CH3:12])[C:5]([NH:14][C:21](=[O:25])[CH2:22][CH2:23][CH3:24])=[CH:4][CH:3]=1. Procedure: To a solution of 6-chloro-2-(3,3-dimethyl-but-1-ynyl)-pyridin-3-ylamine (11.5 g, 55.2 mmol) and pyridine (13.1 g, 166 mmol) in CH2Cl2 (150 mL) was added butyryl chloride (6.5 g, 61 mmol) dropwise at 0° C. The mixture was allowed to warm to room temperature and was stirred at this temperature overnight. Water (50 mL) was added dropwise at −0° C. The resulting mixture was extracted with ethyl acetate (100 mL×3). The combined organic layers were dried over anhydrous Na2SO4 and evaporated under vacu... The reactants are Cc1nc(-c2nnn(COCc3ccccc3)n2)sc1C(=O)NCc1cccnc1, CO, Cl. The product is Cc1nc(-c2nn[nH]n2)sc1C(=O)NCc1cccnc1. RXN SMILES: [CH2:1]([O:2][CH2:3][n:10]1[n:11][c:12](-[c:15]2[s:16][c:17]([C:21](=[O:22])[NH:23][CH2:24][c:25]3[cH:26][n:27][cH:28][cH:29][cH:30]3)[c:18]([CH3:20])[n:19]2)[n:13][n:14]1)[c:4]1[cH:5][cH:6][cH:7][cH:8][cH:9]1.[CH3:31][OH:32].[ClH:33]>>[nH:10]1[n:11][c:12](-[c:15]2[s:16][c:17]([C:21](=[O:22])[NH:23][CH2:24][c:25]3[cH:26][n:27][cH:28][cH:29][cH:30]3)[c:18]([CH3:20])[n:19]2)[n:13][n:14]1.